Dataset: the Open Reaction Database (ORD), a public repository of structured organic reaction records. Task: describe an organic reaction: reactants, conditions, products, and yield Reactants: C(=O)(O)[O-].[Na+] (NaHCO3), NC=1C=C(C=CC1NCC1=CC=C(C=C1)Br)O (3-Amino-4-((4-bromobenzyl)amino)phenol), C1(OC([C@@H]2CCCC[C@H]12)=O)=O (cis-hexahydroisobenzofuran-1,3-dione), Cl (HCl). The solvent is C(C)#N (acetonitrile). Run at temperature 80 celsius, time 18 hour. The product is BrC1=CC=C(CN2C(=NC3=C2C=CC(=C3)O)[C@@H]3[C@@H](CCCC3)C(=O)O)C=C1 (racemic cis-2-(1-(4-Bromobenzyl)-5-hydroxy-1H-benzo[d]imidazol-2-yl)cyclohexanecarboxylic acid). As a reaction SMILES: [NH2:1][C:2]1[CH:3]=[C:4]([OH:17])[CH:5]=[CH:6][C:7]=1[NH:8][CH2:9][C:10]1[CH:15]=[CH:14][C:13]([Br:16])=[CH:12][CH:11]=1.[C:18]1(=[O:28])[C@@H:26]2[C@@H:21]([CH2:22][CH2:23][CH2:24][CH2:25]2)[C:20](=O)[O:19]1.Cl.C([O-])(O)=O.[Na+]>C(#N)C>[Br:16][C:13]1[CH:14]=[CH:15][C:10]([CH2:9][N:8]2[C:7]3[CH:6]=[CH:5][C:4]([OH:17])=[CH:3][C:2]=3[N:1]=[C:20]2[C@H:21]2[CH2:22][CH2:23][CH2:24][CH2:25][C@H:26]2[C:18]([OH:28])=[O:19])=[CH:11][CH:12]=1 |f:3.4|. Reported procedure: 3-Amino-4-((4-bromobenzyl)amino)phenol (7.8 g, 27 mmol) and cis-hexahydroisobenzofuran-1,3-dione (4.1 g, 27 mmol) were dissolved in acetonitrile (200 mL) and the mixture heated to 80° C. After 18 h, HCl (50 mL, 6 N) was added and the resulting mixture stirred at 60° C. for 16 h. The mixture was then cooled to RT and the pH was adjusted to ˜pH 7 with sat.NaHCO3. The aqueous was then extracted with EtOAc (3×200 mL). The combined organics were washed with water (200 mL), dried with Na2SO4, filtered... The reactants are CN1CCNCC1, Nc1cc(Cl)c(C(=O)Nc2ccc3scnc3c2)cc1[N+](=O)[O-], [NH4+], C1COCCO1, [OH-], O. Product: CN1CCN(c2cc(N)c([N+](=O)[O-])cc2C(=O)Nc2ccc3scnc3c2)CC1. Reaction SMILES: [CH3:26][N:27]1[CH2:28][CH2:29][NH:30][CH2:31][CH2:32]1.[NH2:3][c:4]1[cH:5][c:6]([Cl:25])[c:7]([C:8](=[O:9])[NH:10][c:11]2[cH:12][cH:13][c:14]3[c:15]([n:16][cH:17][s:18]3)[cH:19]2)[cH:20][c:21]1[N+:22](=[O:23])[O-:24].[NH4+:2].[O:34]1[CH2:35][CH2:36][O:37][CH2:38][CH2:39]1.[OH-:1].[OH2:33]>>[NH2:3][c:4]1[cH:5][c:6]([N:30]2[CH2:29][CH2:28][N:27]([CH3:26])[CH2:32][CH2:31]2)[c:7]([C:8](=[O:9])[NH:10][c:11]2[cH:12][cH:13][c:14]3[c:15]([n:16][cH:17][s:18]3)[cH:19]2)[cH:20][c:21]1[N+:22](=[O:23])[O-:24]. The product is CONC(=O)c1cc(C)c(C(c2cc(F)ccc2F)S(=O)(=O)c2ccc(F)cc2)cn1. As a reaction SMILES: [CH2:45]([N:46]=[C:47]=[N:48][CH2:49][CH2:50][CH2:51][N:52]([CH3:53])[CH3:54])[CH3:55].[CH2:63]([Cl:64])[Cl:65].[CH3:31][O:32][NH2:33].[CH3:56][N:57]1[CH2:58][CH2:59][O:60][CH2:61][CH2:62]1.[ClH:30].[ClH:44].[F:1][c:2]1[c:3]([CH:9]([c:10]2[c:11]([CH3:19])[cH:12][c:13]([C:16](=[O:17])[OH:18])[n:14][cH:15]2)[S:20](=[O:21])(=[O:22])[c:23]2[cH:24][cH:25][c:26]([F:29])[cH:27][cH:28]2)[cH:4][c:5]([F:8])[cH:6][cH:7]1.[OH:34][n:35]1[c:36]2[cH:37][cH:38][cH:39][cH:40][c:41]2[n:42][n:43]1>>[F:1][c:2]1[c:3]([CH:9]([c:10]2[c:11]([CH3:19])[cH:12][c:13]([C:16](=[O:18])[NH:33][O:32][CH3:31])[n:14][cH:15]2)[S:20](=[O:21])(=[O:22])[c:23]2[cH:24][cH:25][c:26]([F:29])[cH:27][cH:28]2)[cH:4][c:5]([F:8])[cH:6][cH:7]1. Starting materials: CCN=C=NCCCN(C)C, ClCCl, CON, CN1CCOCC1, Cl, Cl, Cc1cc(C(=O)O)ncc1C(c1cc(F)ccc1F)S(=O)(=O)c1ccc(F)cc1, On1nnc2ccccc21. The reactants are C(C)OC(C(CCCl)C)=O (α-methyl-γ-chlorobutyric acid ethyl ester), [NH2-].[Na+] (sodamide). Solvent: C1=CC=CC=C1 (benzene). Yields the product C(C)OC(=O)C1(CC1)C (1-methylcyclopropane carboxylic acid ethyl ester). The yield is 47.6%. RXN SMILES: [CH2:1]([O:3][C:4](=[O:10])[CH:5]([CH3:9])[CH2:6][CH2:7]Cl)[CH3:2].[NH2-].[Na+]>C1C=CC=CC=1>[CH2:1]([O:3][C:4]([C:5]1([CH3:9])[CH2:7][CH2:6]1)=[O:10])[CH3:2] |f:1.2|. Procedure: Cannon and coworkers (J. Am. Chem. Soc., 1959, 81, pages 1660-1666) disclose the reaction of α-methyl-γ-chlorobutyric acid ethyl ester with sodamide under strictly anhydrous conditions in benzene to provide 1-methylcyclopropane carboxylic acid ethyl ester in a yield of 47.6%. Schwarze and coworkers, U.S. Pat. No. 4,520,209, disclose the reaction of methyl 4-chloro-2-methylbutyrate in methanol with an excess of sodium methylate at a reaction temperature of 90° C. or higher. Although, an 87% yield... The reactants are BrC(Br)(Br)Br, C[SiH](C)OC(O)c1ccc(C(C)(C)C)c(Cl)c1, ClCCl, c1ccc(P(c2ccccc2)c2ccccc2)cc1. Yields the product C[SiH](C)OC(Br)c1ccc(C(C)(C)C)c(Cl)c1. RXN SMILES: [C:18]([Br:19])([Br:20])([Br:21])[Br:22].[C:1]([CH3:2])([CH3:3])([CH3:4])[c:5]1[c:6]([Cl:17])[cH:7][c:8]([CH:9]([O:10][SiH:11]([CH3:12])[CH3:13])[OH:14])[cH:15][cH:16]1.[Cl:42][CH2:43][Cl:44].[c:23]1([P:24]([c:25]2[cH:26][cH:27][cH:28][cH:29][cH:30]2)[c:31]2[cH:32][cH:33][cH:34][cH:35][cH:36]2)[cH:37][cH:38][cH:39][cH:40][cH:41]1>>[C:1]([CH3:2])([CH3:3])([CH3:4])[c:5]1[c:6]([Cl:17])[cH:7][c:8]([CH:9]([O:10][SiH:11]([CH3:12])[CH3:13])[Br:19])[cH:15][cH:16]1. Starting materials: methanolic solution, C(C)(=O)OCC (ethyl acetate), CO (methanol), Cl (hydrogen chloride), C(C)(=O)S[C@H]1C[C@H](N(C1)C(=O)OCC1=CC=C(C=C1)[N+](=O)[O-])C(=O)N1CCN(CC1)CCOC(=O)OCC1=CC=C(C=C1)[N+](=O)[O-] ((2S,4S)-4-acetylthio-2-{4-[2-(4-nitrobenzyloxycarbonyl)oxyethyl] -1-piperazinylcarbonyl)-1-(4-nitrobenzyloxycarbonyl)pyrrolidine). Run in O1CCOCC1 (dioxane). Conditions: temperature 50 celsius, time 1 hour. The product is S[C@H]1C[C@H](N(C1)C(=O)OCC1=CC=C(C=C1)[N+](=O)[O-])C(=O)N1CCN(CC1)CCOC(=O)OCC1=CC=C(C=C1)[N+](=O)[O-] ((2S,4S)-4-Mercapto-2-{4-[2-(p-nitrobenzyloxycarbonyl)oxyethyl]-1-piperazinylcarbonyl}-1-(p-nitrobenzyloxycarbonyl)pyrrolidine). Reaction SMILES: Cl.C([S:5][C@@H:6]1[CH2:10][N:9]([C:11]([O:13][CH2:14][C:15]2[CH:20]=[CH:19][C:18]([N+:21]([O-:23])=[O:22])=[CH:17][CH:16]=2)=[O:12])[C@H:8]([C:24]([N:26]2[CH2:31][CH2:30][N:29]([CH2:32][CH2:33][O:34][C:35]([O:37][CH2:38][C:39]3[CH:44]=[CH:43][C:42]([N+:45]([O-:47])=[O:46])=[CH:41][CH:40]=3)=[O:36])[CH2:28][CH2:27]2)=[O:25])[CH2:7]1)(=O)C.C(OCC)(=O)C.CO>O1CCOCC1>[SH:5][C@@H:6]1[CH2:10][N:9]([C:11]([O:13][CH2:14][C:15]2[CH:16]=[CH:17][C:18]([N+:21]([O-:23])=[O:22])=[CH:19][CH:20]=2)=[O:12])[C@H:8]([C:24]([N:26]2[CH2:27][CH2:28][N:29]([CH2:32][CH2:33][O:34][C:35]([O:37][CH2:38][C:39]3[CH:40]=[CH:41][C:42]([N+:45]([O-:47])=[O:46])=[CH:43][CH:44]=3)=[O:36])[CH2:30][CH2:31]2)=[O:25])[CH2:7]1. Procedure details: 600 ml of a methanolic solution containing 10% w/v hydrogen chloride were added to a solution of 140 g of (2S,4S)-4-acetylthio-2-{4-[2-(4-nitrobenzyloxycarbonyl)oxyethyl] -1-piperazinylcarbonyl)-1-(4-nitrobenzyloxycarbonyl)pyrrolidine dissolved in 150 ml of dioxane, and the resulting mixture was stirred at 50° C. for 1 hour. At the end of this time, the mixture was concentrated by evaporation under reduced pressure, and the concentrate was diluted with 1500 ml of ethyl acetate, after which it wa... Reactants: C(=O)(O)C=1C=C(OC2=CC=C(C=C2)[N+](=O)[O-])C=CC1O (4-(3-carboxy-4-hydroxyphenoxy)-1-nitrobenzene), OC1=C(C(=O)O)C=C(C=C1)O (2,5-dihydroxybenzoic acid), C(=O)([O-])[O-].[K+].[K+] (K2CO3), S(=O)(=O)(OC)OC (dimethyl sulfate). Solvent: CC(=O)C (acetone). Product: COC(=O)C=1C=C(OC2=CC=C(C=C2)[N+](=O)[O-])C=CC1OC (4-(3-methoxycarbonyl-4-methoxyphenoxy)-1-nitrobenzene). Reaction SMILES: [C:1]([C:4]1[CH:5]=[C:6]([CH:17]=[CH:18][C:19]=1O)[O:7][C:8]1[CH:13]=[CH:12][C:11]([N+:14]([O-:16])=[O:15])=[CH:10][CH:9]=1)([OH:3])=[O:2].O[C:22]1C=CC(O)=CC=1C(O)=O.C([O-])([O-])=O.[K+].[K+].S([O:43][CH3:44])(OC)(=O)=O>CC(C)=O>[CH3:22][O:3][C:1]([C:4]1[CH:5]=[C:6]([CH:17]=[CH:18][C:19]=1[O:43][CH3:44])[O:7][C:8]1[CH:13]=[CH:12][C:11]([N+:14]([O-:16])=[O:15])=[CH:10][CH:9]=1)=[O:2] |f:2.3.4|. Procedure: To a solution of 4-(3-carboxy-4-hydroxyphenoxy)-1-nitrobenzene (prepared from 2,5-dihydroxybenzoic acid in a manner analogous to that described in Method A13, Step 1, 12 mmol) in acetone (50 mL) was added K2CO3 (5 g) and dimethyl sulfate (3.5 mL). The resulting mixture was heated at the reflux temp. overnight, then cooled to room temp. and filtered through a pad of Celite®. The resulting solution was concentrated under reduced pressure, absorbed onto SiO2, and purified by column chromatography (... As a reaction SMILES: [O:1]=[C:2]1[O:6][C@H:5]([C:7]([OH:9])=[O:8])[C@H:4]([C:10]([OH:12])=[O:11])[CH2:3]1.[CH2:13](O)[C:14]1[CH:19]=[CH:18][CH:17]=[CH:16][CH:15]=1>CC(C)=O>[CH2:13]([O:8][C:7]([C@@H:5]1[C@H:4]([C:10]([OH:12])=[O:11])[CH2:3][C:2](=[O:1])[O:6]1)=[O:9])[C:14]1[CH:19]=[CH:18][CH:17]=[CH:16][CH:15]=1. Reaction conditions: time 2 hour. Procedure: 5.2 g of (2S,3R)-5-oxotetrahydrofuran-2,3-dicarboxylic acid was dissolved in 88 ml of acetone, and 6.5 g of 1,1'-dicyclohexylcarbodiimide was added thereto, followed by stirring at room temperature for 2 hours. 3.26 ml of benzyl alcohol was added to the reaction solution, and stirred at the same temperature for 12 hours. Insoluble mattes were filtered off, and the filtrate was concentrated under reduced pressure. The residue was purified by silica gel column chromatography (hexane/ethyl acetate=... The solvent is CC(=O)C (acetone). The reactants are 1,1'-dicyclohexylcarbodiimide, O=C1C[C@H]([C@H](O1)C(=O)O)C(=O)O ((2S,3R)-5-oxotetrahydrofuran-2,3-dicarboxylic acid), C(C1=CC=CC=C1)O (benzyl alcohol). Yields the product C(C1=CC=CC=C1)OC(=O)[C@H]1OC(C[C@H]1C(=O)O)=O ((2S,3R)-2-benzyloxycarbonyl-5-oxotetrahydrofuran-3-carboxylic Acid). Reactants: O=C([O-])[O-], CN(C)C=O, ClC(Cl)Cl, N#Cc1cccc(F)c1, Fc1ccc(-c2c[nH]cn2)nc1, [K+], [K+]. Product: N#Cc1cccc(-n2cnc(-c3ccc(F)cn3)c2)c1. RXN SMILES: [C:22](=[O:23])([O-:24])[O-:25].[CH3:28][N:29]([CH3:30])[CH:31]=[O:32].[CH:33]([Cl:34])([Cl:35])[Cl:36].[F:13][c:14]1[cH:15][c:16]([C:17]#[N:18])[cH:19][cH:20][cH:21]1.[F:1][c:2]1[cH:3][cH:4][c:5](-[c:8]2[n:9][cH:10][nH:11][cH:12]2)[n:6][cH:7]1.[K+:26].[K+:27]>>[F:1][c:2]1[cH:3][cH:4][c:5](-[c:8]2[n:9][cH:10][n:11](-[c:14]3[cH:15][c:16]([C:17]#[N:18])[cH:19][cH:20][cH:21]3)[cH:12]2)[n:6][cH:7]1. The reactants are C(=S)(N1C(C=CC=C1)=O)N1C(C=CC=C1)=O (1,1′-Thiocarbonyldi-2-pyridone), NC=1C(=C(CNC(C(C)(F)C)=O)C=CC1Cl)Cl (N-(3-amino-2,4-dichloro-benzyl)-2-methyl-2-fluoro-propionamide). Run in O1CCOCC1 (dioxane), O (water), O1CCOCC1 (dioxane). Product: ClC1=C(CNC(C(C)(F)C)=O)C=CC(=C1N=C=S)Cl (N-(2,4-Dichloro-3-isothiocyanato-benzyl)-2-methyl-2-fluoro-propionamide). Reaction SMILES: [C:1](N1C=CC=CC1=O)(N1C=CC=CC1=O)=[S:2].[NH2:17][C:18]1[C:19]([Cl:33])=[C:20]([CH:29]=[CH:30][C:31]=1[Cl:32])[CH2:21][NH:22][C:23](=[O:28])[C:24]([CH3:27])([F:26])[CH3:25]>O.O1CCOCC1>[Cl:33][C:19]1[C:18]([N:17]=[C:1]=[S:2])=[C:31]([Cl:32])[CH:30]=[CH:29][C:20]=1[CH2:21][NH:22][C:23](=[O:28])[C:24]([CH3:25])([F:26])[CH3:27]. Reported procedure: 1,1′-Thiocarbonyldi-2-pyridone (1.21 g, 5.2 mmol) is added to a mixture of N-(3-amino-2,4-dichloro-benzyl)-2-methyl-2-fluoro-propionamide (1.32 g, 4.7 mmol) and dioxane (25 mL) and it is stirred at reflux for 2 d. The mixture is diluted with water, most of the dioxane is removed under reduced pressure and the resulting precipitate is collected by filtration, washed with water and dried.